Dataset: the Open Reaction Database (ORD), a public repository of structured organic reaction records. Task: describe an organic reaction: reactants, conditions, products, and yield Reactants: COC(C(CC(C)C)C=1C=C(C=C(C1)O)C1=CC=C(C=C1)C(F)(F)F)=O (2-(5-hydroxy-4′-trifluoromethyl-biphenyl-3-yl)-4-methyl-pentanoic acid methyl ester), FC1=C(C=C(C=C1)B(O)O)OC (4-fluoro-3-methoxyphenylboronic acid). The product is COC(C(CC(C)C)C=1C=C(C=C(C1)OC1=CC(=C(C=C1)F)OC)C1=CC=C(C=C1)C(F)(F)F)=O (2-[5-(4-Fluoro-3-methoxy-phenoxy)-4′-trifluoromethyl-biphenyl-3-yl]-4-methyl-pentanoic acid methyl ester). The yield is 30.0%. As a reaction SMILES: [CH3:1][O:2][C:3](=[O:26])[CH:4]([C:9]1[CH:10]=[C:11]([C:16]2[CH:21]=[CH:20][C:19]([C:22]([F:25])([F:24])[F:23])=[CH:18][CH:17]=2)[CH:12]=[C:13]([OH:15])[CH:14]=1)[CH2:5][CH:6]([CH3:8])[CH3:7].[F:27][C:28]1[CH:33]=[CH:32][C:31](B(O)O)=[CH:30][C:29]=1[O:37][CH3:38]>>[CH3:1][O:2][C:3](=[O:26])[CH:4]([C:9]1[CH:10]=[C:11]([C:16]2[CH:17]=[CH:18][C:19]([C:22]([F:23])([F:25])[F:24])=[CH:20][CH:21]=2)[CH:12]=[C:13]([O:15][C:31]2[CH:32]=[CH:33][C:28]([F:27])=[C:29]([O:37][CH3:38])[CH:30]=2)[CH:14]=1)[CH2:5][CH:6]([CH3:8])[CH3:7]. Procedure: The title compound was prepared in 30% yield from 2-(5-hydroxy-4′-trifluoromethyl-biphenyl-3-yl)-4-methyl-pentanoic acid methyl ester and 4-fluoro-3-methoxyphenylboronic acid under the conditions described in Example 15, step (g). The reactants are CC(=O)[O-], CC(=O)[O-], COc1ccc(B(O)O)cc1, ClCCl, [Cu+2], O=C(N1CCCC2c3ccc(O)cc3CCC21)C(F)(F)F, c1ccncc1. Product: COc1ccc(Oc2ccc3c(c2)CCC2C3CCCN2C(=O)C(F)(F)F)cc1. As a reaction SMILES: [C:42]([O-:43])(=[O:44])[CH3:45].[C:47]([O-:48])(=[O:49])[CH3:50].[CH3:22][O:23][c:24]1[cH:25][cH:26][c:27]([B:30]([OH:31])[OH:32])[cH:28][cH:29]1.[Cl:39][CH2:40][Cl:41].[Cu+2:46].[F:1][C:2]([C:3](=[O:4])[N:5]1[CH2:6][CH2:7][CH2:8][CH:9]2[c:10]3[c:11]([cH:15][c:16]([OH:19])[cH:17][cH:18]3)[CH2:12][CH2:13][CH:14]12)([F:20])[F:21].[cH:33]1[cH:34][cH:35][n:36][cH:37][cH:38]1>>[F:1][C:2]([C:3](=[O:4])[N:5]1[CH2:6][CH2:7][CH2:8][CH:9]2[c:10]3[c:11]([cH:15][c:16]([O:19][c:27]4[cH:26][cH:25][c:24]([O:23][CH3:22])[cH:29][cH:28]4)[cH:17][cH:18]3)[CH2:12][CH2:13][CH:14]12)([F:20])[F:21]. Starting materials: COC=1C=C(C=CC1)C1=C(C=C2C(=NC=NN21)N)CCCN2CCCC2 (7-(3-methoxyphenyl)-6-(3-(pyrrolidin-1-yl)propyl)pyrrolo[2,1-f][1,2,4]triazin-4-amine), BrN1C(N(C(C1(C)C)=O)Br)=O (1,3-dibromo-5,5-dimethylimidazolidine-2,4-dione). Solvent: CN(C)C=O (DMF). Conditions: time 30 minute. The product is BrC=1C(=C(N2N=CN=C(C21)N)C2=CC(=CC=C2)OC)CCCN2CCCC2 (5-bromo-7-(3-methoxyphenyl)-6-(3-(pyrrolidin-1-yl)propyl)pyrrolo[2,1-f][1,2,4]triazin-4-amine). The yield is 161.0%. As a reaction SMILES: [CH3:1][O:2][C:3]1[CH:4]=[C:5]([C:9]2[N:17]3[C:12]([C:13]([NH2:18])=[N:14][CH:15]=[N:16]3)=[CH:11][C:10]=2[CH2:19][CH2:20][CH2:21][N:22]2[CH2:26][CH2:25][CH2:24][CH2:23]2)[CH:6]=[CH:7][CH:8]=1.[Br:27]N1C(C)(C)C(=O)N(Br)C1=O>CN(C=O)C>[Br:27][C:11]1[C:10]([CH2:19][CH2:20][CH2:21][N:22]2[CH2:26][CH2:25][CH2:24][CH2:23]2)=[C:9]([C:5]2[CH:6]=[CH:7][CH:8]=[C:3]([O:2][CH3:1])[CH:4]=2)[N:17]2[C:12]=1[C:13]([NH2:18])=[N:14][CH:15]=[N:16]2. Procedure: To a solution of the compound (98 mg, 0.28 mmol) prepared in Example 14 in DMF (4 mL) at −40° C. was added 1,3-dibromo-5,5-dimethylimidazolidine-2,4-dione (40 mg, 0.14 mmol) portion wise over a period of 1 minute. The reaction was stirred for 30 minutes and was allowed to warm to room temperature, and stirred overnight. DMF was removed, and the crude solid was extracted with sodium hydroxide (1N) and DCM. The organic layer was dried, concentrated to obtain the title compound (97 mg) having the f...